From a dataset of the Open Reaction Database (ORD), a public repository of structured organic reaction records. describe an organic reaction: reactants, conditions, products, and yield The reactants are CCN(C(C)C)C(C)C, ClCCl, Cl, Cl, C[Si](C)(C)CCOCn1ccc2nc(NC(=O)NCC3CCCCN3)cnc21, O=S(=O)(OCC(F)(F)F)C(F)(F)F. Product: C[Si](C)(C)CCOCn1ccc2nc(NC(=O)NCC3CCCCN3CC(F)(F)F)cnc21. Reaction SMILES: [CH:1]([N:2]([CH2:3][CH3:4])[CH:5]([CH3:6])[CH3:7])([CH3:8])[CH3:9].[Cl:53][CH2:54][Cl:55].[ClH:10].[ClH:11].[NH:12]1[CH:13]([CH2:18][NH:19][C:20](=[O:21])[NH:22][c:23]2[n:24][c:25]3[c:26]([n:27][cH:28]2)[n:29]([CH2:32][O:33][CH2:34][CH2:35][Si:36]([CH3:37])([CH3:38])[CH3:39])[cH:30][cH:31]3)[CH2:14][CH2:15][CH2:16][CH2:17]1.[S:40]([O:41][CH2:48][C:49]([F:50])([F:51])[F:52])([C:42]([F:43])([F:44])[F:45])(=[O:46])=[O:47]>>[N:12]1([CH2:48][C:49]([F:50])([F:51])[F:52])[CH:13]([CH2:18][NH:19][C:20](=[O:21])[NH:22][c:23]2[n:24][c:25]3[c:26]([n:27][cH:28]2)[n:29]([CH2:32][O:33][CH2:34][CH2:35][Si:36]([CH3:37])([CH3:38])[CH3:39])[cH:30][cH:31]3)[CH2:14][CH2:15][CH2:16][CH2:17]1. The yield is 14.8%. Yields the product C(C)(C)(C)OC(N[C@@H]1CC[C@H](CC1)N(CC(C)C)C1=NC(=NC(=C1)N1C(=NC2=C1C=CC=C2)C(F)F)N2CCOCC2)=O (tert-butyl{trans-4-[{6-[2-(difluoromethyl)-1H-benzimidazol-1-yl]-2-(morpholin-4-yl)pyrimidin-4-yl}(isobutyl)amino]cyclohexyl}carbamate). Procedure details: 60% Sodium hydride (110 mg) was suspended in N,N-dimethylformamide (20 mL), and tert-butyl[trans-4-({6-[2-(difluoromethyl)-1H-benzimidazol-1-yl]-2-(morpholin-4-yl)pyrimidin-4-yl}amino)cyclohexyl]carbamate (1 g) was added thereto at 0° C., followed by stirring at room temperature for 30 minutes. To the reaction mixture was added a 1-bromo-2-methylpropan (807 mg), followed by stirring at room temperature for 12 hours. After the completion of the reaction, to the reaction solution was added ice wat... The solvent is CN(C=O)C (N,N-dimethylformamide). Reactants: [H-].[Na+] (Sodium hydride), ice water, C(C)(C)(C)OC(N[C@@H]1CC[C@H](CC1)NC1=NC(=NC(=C1)N1C(=NC2=C1C=CC=C2)C(F)F)N2CCOCC2)=O (tert-butyl[trans-4-({6-[2-(difluoromethyl)-1H-benzimidazol-1-yl]-2-(morpholin-4-yl)pyrimidin-4-yl}amino)cyclohexyl]carbamate), BrCC(C)C (1-bromo-2-methylpropan). Reaction SMILES: [H-].[Na+].[C:3]([O:7][C:8](=[O:41])[NH:9][C@H:10]1[CH2:15][CH2:14][C@H:13]([NH:16][C:17]2[CH:22]=[C:21]([N:23]3[C:27]4[CH:28]=[CH:29][CH:30]=[CH:31][C:26]=4[N:25]=[C:24]3[CH:32]([F:34])[F:33])[N:20]=[C:19]([N:35]3[CH2:40][CH2:39][O:38][CH2:37][CH2:36]3)[N:18]=2)[CH2:12][CH2:11]1)([CH3:6])([CH3:5])[CH3:4].Br[CH2:43][CH:44]([CH3:46])[CH3:45]>CN(C)C=O>[C:3]([O:7][C:8](=[O:41])[NH:9][C@H:10]1[CH2:11][CH2:12][C@H:13]([N:16]([C:17]2[CH:22]=[C:21]([N:23]3[C:27]4[CH:28]=[CH:29][CH:30]=[CH:31][C:26]=4[N:25]=[C:24]3[CH:32]([F:33])[F:34])[N:20]=[C:19]([N:35]3[CH2:36][CH2:37][O:38][CH2:39][CH2:40]3)[N:18]=2)[CH2:43][CH:44]([CH3:46])[CH3:45])[CH2:14][CH2:15]1)([CH3:6])([CH3:4])[CH3:5] |f:0.1|. Run at time 30 minute. Starting materials: C(C)(C)(C)OC(=O)N1[C@H](CO)C[C@@H](C1)O[Si](C)(C)C(C)(C)C (N-t-butoxycarbonyl-cis-4-(t-butyldimethylsilyl)oxy-L-prolinol), C(C)(C)(C)OC(=O)N1[C@H](CO)CCC1 (N-t-butoxycarbonyl-L-prolinol). Yields the product C(C)(C)(C)OC(=O)N1[C@H](C=O)C[C@@H](C1)O[Si](C)(C)C(C)(C)C (N-t-butoxycarbonyl-cis-4-(t-butyldimethylsilyl)oxy-L-prolinal). As a reaction SMILES: [C:1]([O:5][C:6]([N:8]1[CH2:14][C@@H:13]([O:15][Si:16]([C:19]([CH3:22])([CH3:21])[CH3:20])([CH3:18])[CH3:17])[CH2:12][C@H:9]1[CH2:10][OH:11])=[O:7])([CH3:4])([CH3:3])[CH3:2].C(OC(N1CCC[C@H]1CO)=O)(C)(C)C>>[C:1]([O:5][C:6]([N:8]1[CH2:14][C@@H:13]([O:15][Si:16]([C:19]([CH3:22])([CH3:21])[CH3:20])([CH3:17])[CH3:18])[CH2:12][C@H:9]1[CH:10]=[O:11])=[O:7])([CH3:4])([CH3:3])[CH3:2]. Procedure: With the exception that N-t-butoxycarbonyl-cis-4-(t-butyldimethylsilyl)oxy-L-prolinol, instead of N-t-butoxycarbonyl-L-prolinol, was used, the same procedure as in Preparation Example 1-1 was repeated to afford the title compound. 3.8 g (52%). As a reaction SMILES: [CH3:1][O:2][C:3]1[CH:13]=[CH:12][CH:11]=[CH:10][C:4]=1[CH:5]=[CH:6][C:7]([OH:9])=[O:8].[CH:14]1[C:19](O)=[CH:18][CH:17]=[C:16]([CH3:21])[CH:15]=1>>[CH3:1][O:2][C:3]1[CH:13]=[CH:12][CH:11]=[CH:10][C:4]=1[CH:5]1[C:18]2[C:19](=[CH:14][CH:15]=[C:16]([CH3:21])[CH:17]=2)[O:8][C:7](=[O:9])[CH2:6]1. Procedure: A mixture of 2-methoxycinnamic acid (178 g, 1.0 mol), p-cresol (108 g, 1.0 mol), and p-touenesulphonic acid monohydrate (47.5 g, 0.25 mol) was stirred on a boiling water-bath for about 2 h during which time the system was evacuated with a waterpump to remove formed water. The solid was then broken up and washed copiously with water. The granular material was then stirred with a large volume of saturated NaHCO3 solution containing some 10% acetone. The product was filtered off, washed dried and r... Product: COC1=C(C=CC=C1)C1CC(OC2=CC=C(C=C12)C)=O (4-(2-Methoxyphenyl)6-methyl-3,4-dihydrocoumarin). Conditions: time 2 hour. The reactants are COC1=C(C=CC(=O)O)C=CC=C1 (2-methoxycinnamic acid), C1=CC(=CC=C1O)C (p-cresol), monohydrate. Starting materials: C=CCC1CC(c2cccc(Cl)c2)C(c2ccc(Cl)cc2)N(C(C=O)CC)C1=O, COc1ccc(CN)cc1, CC(Cl)Cl. Product: C=CCC1CC(c2cccc(Cl)c2)C(c2ccc(Cl)cc2)N(C(CC)CNCc2ccc(OC)cc2)C1=O. RXN SMILES: [CH2:1]([CH:2]=[CH2:3])[CH:4]1[C:5](=[O:29])[N:6]([CH:24]([CH:25]=[O:26])[CH2:27][CH3:28])[CH:7]([c:17]2[cH:18][cH:19][c:20]([Cl:23])[cH:21][cH:22]2)[CH:8]([c:10]2[cH:11][c:12]([Cl:16])[cH:13][cH:14][cH:15]2)[CH2:9]1.[CH3:30][O:31][c:32]1[cH:33][cH:34][c:35]([CH2:36][NH2:37])[cH:38][cH:39]1.[Cl:40][CH:41]([Cl:42])[CH3:43]>>[CH2:1]([CH:2]=[CH2:3])[CH:4]1[C:5](=[O:29])[N:6]([CH:24]([CH2:25][NH:37][CH2:36][c:35]2[cH:34][cH:33][c:32]([O:31][CH3:30])[cH:39][cH:38]2)[CH2:27][CH3:28])[CH:7]([c:17]2[cH:18][cH:19][c:20]([Cl:23])[cH:21][cH:22]2)[CH:8]([c:10]2[cH:11][c:12]([Cl:16])[cH:13][cH:14][cH:15]2)[CH2:9]1. Reactants: ice water, CC(CC1=CC=CC=C1)CCN1C(C=2C(C1=O)=CC=CC2)=O ([2-methyl-4-phthalimidobutyl]benzene), C1(CCC(=O)O1)=O (succinic anhydride), [Cl-].[Al+3].[Cl-].[Cl-] (aluminum chloride). Solvent: ClC(C)Cl (dichloroethane). Reaction conditions: time 2 hour. Yields the product CC(CC1=CC=C(C=C1)C(CCC(=O)O)=O)CCN1C(C=2C(C1=O)=CC=CC2)=O (4-(2-methyl-4-phthalimidobutyl)-1-(3-hydroxycarbonylpropionyl)benzene). The yield is 93.6%. Reaction SMILES: [Cl-].[Al+3].[Cl-].[Cl-].[CH3:5][CH:6]([CH2:14][CH2:15][N:16]1[C:20](=[O:21])[C:19]2=[CH:22][CH:23]=[CH:24][CH:25]=[C:18]2[C:17]1=[O:26])[CH2:7][C:8]1[CH:13]=[CH:12][CH:11]=[CH:10][CH:9]=1.[C:27]1(=[O:33])[O:32][C:30](=[O:31])[CH2:29][CH2:28]1>ClC(Cl)C>[CH3:5][CH:6]([CH2:14][CH2:15][N:16]1[C:17](=[O:26])[C:18]2=[CH:25][CH:24]=[CH:23][CH:22]=[C:19]2[C:20]1=[O:21])[CH2:7][C:8]1[CH:9]=[CH:10][C:11]([C:27](=[O:33])[CH2:28][CH2:29][C:30]([OH:32])=[O:31])=[CH:12][CH:13]=1 |f:0.1.2.3|. Procedure: Under ice cooling, 24.86 g of anhydrous aluminum chloride was added to a dichloroethane suspension (250 ml) containing 12.83 g of [2-methyl-4-phthalimidobutyl]benzene and 9.29 g of succinic anhydride, and the mixture was stirred at room temperature for 2 hours. The reaction mixture was poured into ice water, and the organic layer was collected by separation. After the organic layer was washed with water and dried, the solvent was removed. The resulting crude crystal was recrystallized from ethyl... Starting materials: BrCCCCCCCCCCCCCCCCNC1=CC=C(C(=O)NCC(=O)OCC)C=C1 (ethyl N-[4-(16-bromohexadecylamino)benzoyl]glycinate), [OH-].[Na+] (sodium hydroxide). The solvent is C(C)O (ethanol). Yields the product BrCCCCCCCCCCCCCCCCNC1=CC=C(C(=O)NCC(=O)O)C=C1 (N-[4-(16-bromohexadecylamino)benzoyl]glycine). Reaction SMILES: [Br:1][CH2:2][CH2:3][CH2:4][CH2:5][CH2:6][CH2:7][CH2:8][CH2:9][CH2:10][CH2:11][CH2:12][CH2:13][CH2:14][CH2:15][CH2:16][CH2:17][NH:18][C:19]1[CH:33]=[CH:32][C:22]([C:23]([NH:25][CH2:26][C:27]([O:29]CC)=[O:28])=[O:24])=[CH:21][CH:20]=1.[OH-].[Na+]>C(O)C>[Br:1][CH2:2][CH2:3][CH2:4][CH2:5][CH2:6][CH2:7][CH2:8][CH2:9][CH2:10][CH2:11][CH2:12][CH2:13][CH2:14][CH2:15][CH2:16][CH2:17][NH:18][C:19]1[CH:20]=[CH:21][C:22]([C:23]([NH:25][CH2:26][C:27]([OH:29])=[O:28])=[O:24])=[CH:32][CH:33]=1 |f:1.2|. Procedure: A mixture of 26.4 g. of ethyl N-[4-(16-bromohexadecylamino)benzoyl]glycinate, 110 ml. of 1 N sodium hydroxide solution; and 100 ml. of ethanol is stirred at ambient temperature for 2 hours and then partially evaporated. The aqueous solution is washed with diethyl ether, acidified with 6 N hydrochloric acid, and filtered. The white solid is dried in vacuo and recrystallized from acetone to yield the product.